From a dataset of the Open Reaction Database (ORD), a public repository of structured organic reaction records. describe an organic reaction: reactants, conditions, products, and yield The reactants are CO, CN1CCCC1=O, Cc1cccc(C2CC2)c1O, Cl, [K+], [OH-], Oc1cc(Cl)nnc1Cl. Product: Cc1cccc(C2CC2)c1Oc1nnc(Cl)cc1O. RXN SMILES: [CH3:24][OH:25].[CH3:26][N:27]1[CH2:28][CH2:29][CH2:30][C:31]1=[O:32].[CH:10]1([c:13]2[c:14]([OH:20])[c:15]([CH3:19])[cH:16][cH:17][cH:18]2)[CH2:11][CH2:12]1.[ClH:23].[K+:22].[OH-:21].[OH:1][c:2]1[c:3]([Cl:9])[n:4][n:5][c:6]([Cl:8])[cH:7]1>>[OH:1][c:2]1[c:3]([O:20][c:14]2[c:13]([CH:10]3[CH2:11][CH2:12]3)[cH:18][cH:17][cH:16][c:15]2[CH3:19])[n:4][n:5][c:6]([Cl:8])[cH:7]1.